From a dataset of the Open Reaction Database (ORD), a public repository of structured organic reaction records. describe an organic reaction: reactants, conditions, products, and yield Reactants: CC1=CC=C(O1)C(C1(COC1)C)N (C-(5-methylfuran-2-yl)-C-(3-methyloxetan-3-yl)methylamine), C(C)OC=1C(C(C1NC1=C(C(=CC=C1)C(=O)N1CCCC1)O)=O)=O (3-ethoxy-4-[2-hydroxy-3-(pyrrolidine-1-carbonyl)phenylamino]cyclobut-3-ene-1,2-dione). Run in CO (methanol), CO (methanol). Reaction conditions: temperature 50 celsius. The product is OC1=C(C=CC=C1C(=O)N1CCCC1)NC=1C(C(C1NC(C1(COC1)C)C=1OC(=CC1)C)=O)=O (3-[2-Hydroxy-3-(pyrrolidine-1-carbonyl)phenylamino]-4-{[(5-methylfuran-2-yl)-(3-methyloxetan-3-yl)methyl]amino}cyclobut-3-ene-1,2-dione). Isolated yield 95.1%. RXN SMILES: [CH3:1][C:2]1[O:6][C:5]([CH:7]([NH2:13])[C:8]2([CH3:12])[CH2:11][O:10][CH2:9]2)=[CH:4][CH:3]=1.C([O:16][C:17]1[C:18](=[O:37])[C:19](=O)[C:20]=1[NH:21][C:22]1[CH:27]=[CH:26][CH:25]=[C:24]([C:28]([N:30]2[CH2:34][CH2:33][CH2:32][CH2:31]2)=[O:29])[C:23]=1[OH:35])C>CO>[OH:35][C:23]1[C:24]([C:28]([N:30]2[CH2:34][CH2:33][CH2:32][CH2:31]2)=[O:29])=[CH:25][CH:26]=[CH:27][C:22]=1[NH:21][C:20]1[C:17](=[O:16])[C:18](=[O:37])[C:19]=1[NH:13][CH:7]([C:5]1[O:6][C:2]([CH3:1])=[CH:3][CH:4]=1)[C:8]1([CH3:12])[CH2:9][O:10][CH2:11]1. Procedure: 385 mg (2.12 mmol) of C-(5-methylfuran-2-yl)-C-(3-methyloxetan-3-yl)methylamine in solution in 3 ml of methanol were added to a solution of 443 mg (1.40 mmol) of 3-ethoxy-4-[2-hydroxy-3-(pyrrolidine-1-carbonyl)phenylamino]cyclobut-3-ene-1,2-dione in 42 ml of methanol. The reaction medium was heated at 50° C. for 13 hours. The reaction medium was concentrated. The residue was taken up with ethyl acetate and was washed twice with a 1 M aqueous sodium dihydrogen phosphate solution. The organic phas... Reaction conditions: time 30 minute. Starting materials: C(C)OC(=O)N(OC(=O)OCC)C/C=C/P(OC)(OC)=O (dimethyl 3-(N-ethoxycarbonyl-N-ethoxycarbonyloxyamino)-trans-1-propenylphosphonate), C[Si](Br)(C)C (trimethylbromosilane). RXN SMILES: [CH2:1]([O:3][C:4]([N:6]([CH2:13]/[CH:14]=[CH:15]/[P:16](=[O:21])([O:19]C)[O:17]C)[O:7][C:8]([O:10][CH2:11][CH3:12])=[O:9])=[O:5])[CH3:2].C[Si](C)(C)Br>O>[CH2:1]([O:3][C:4]([N:6]([CH2:13]/[CH:14]=[CH:15]/[P:16](=[O:17])([OH:21])[OH:19])[O:7][C:8]([O:10][CH2:11][CH3:12])=[O:9])=[O:5])[CH3:2]. Procedure details: A mixture of dimethyl 3-(N-ethoxycarbonyl-N-ethoxycarbonyloxyamino)-trans-1-propenylphosphonate (3.70 g.) and trimethylbromosilane (8.71 g.) was stirred for 30 minutes under ice-cooling and for 30 minutes at ambient temperature. Subsequently, the reaction mixture was concentrated under reduced pressure to give a residue. To the residue was added water (25 ml.). After the mixture was stirred for an hour at ambient temperature, the mixture was washed three times with chloroform (10 ml.), and then ... The yield is 82.8%. Yields the product C(C)OC(=O)N(OC(=O)OCC)C/C=C/P(O)(O)=O (3-(N-ethoxycarbonyl-N-ethoxycarbonyloxyamino)-trans-1-propenylphosphonic acid). Run in O (water).